From a dataset of the Open Reaction Database (ORD), a public repository of structured organic reaction records. describe an organic reaction: reactants, conditions, products, and yield Reactants: [Cl-], [H-], Fc1ccc2c(I)c[nH]c2c1, [NH4+], [Na+], CN(C)C=O, O=S(=O)(Cl)c1ccccc1. Product: O=S(=O)(c1ccccc1)n1cc(I)c2ccc(F)cc21. Reaction SMILES: [Cl-:29].[H-:12].[I:1][c:2]1[cH:3][nH:4][c:5]2[cH:6][c:7]([F:11])[cH:8][cH:9][c:10]12.[NH4+:30].[Na+:13].[O:24]=[CH:25][N:26]([CH3:27])[CH3:28].[c:14]1([S:20](=[O:21])(=[O:22])[Cl:23])[cH:15][cH:16][cH:17][cH:18][cH:19]1>>[I:1][c:2]1[cH:3][n:4]([S:20]([c:14]2[cH:15][cH:16][cH:17][cH:18][cH:19]2)(=[O:21])=[O:22])[c:5]2[cH:6][c:7]([F:11])[cH:8][cH:9][c:10]12. The reactants are CC(Cl)c1cccnc1, OC1CCCC12CC2. Reagents/catalysts: O=C([O-])[O-].[Cs+].[Cs+] (cesium carbonate), [I-].[K+] (potassium iodide). Solvent: CN(C)C=O (DMF), CN(C)C=O (dmf), CN(C)C=O (DMF). Conditions: temperature 70 celsius, time 16 hour. The product is CC(OC1CCCC12CC2)c1cccnc1. Starting materials: C(=O)O.NCCC1=CC=C(NC2CCN(CC2)C(=O)NCC)C=C1 (4-[4-(2-Aminoethyl)anilino]-N-ethyl-1-piperidinecarboxamide formate), C(C)(C)(C)[Si](C1=CC=CC=C1)(C1=CC=CC=C1)OC1=CC=C(C=C1)OCC1OC1 (tert-butyl-(4-oxiranylmethoxy-phenoxy)-diphenyl-silane). The product is C(C)NC(=O)N1CCC(CC1)NC1=CC=C(C=C1)CCNC[C@@H](COC1=CC=C(C=C1)O)O (4-(4-{2-[(2S)-2-Hydroxy-3-(4-hydroxy-phenoxy)-propylamino]-ethyl}-phenylamino)-piperidine-1-carboxylic Acid Ethylamide). The yield is 26.7%. Reaction SMILES: C(O)=O.[NH2:4][CH2:5][CH2:6][C:7]1[CH:24]=[CH:23][C:10]([NH:11][CH:12]2[CH2:17][CH2:16][N:15]([C:18]([NH:20][CH2:21][CH3:22])=[O:19])[CH2:14][CH2:13]2)=[CH:9][CH:8]=1.C([Si]([O:42][C:43]1[CH:48]=[CH:47][C:46]([O:49][CH2:50][CH:51]2[CH2:53][O:52]2)=[CH:45][CH:44]=1)(C1C=CC=CC=1)C1C=CC=CC=1)(C)(C)C>>[CH2:21]([NH:20][C:18]([N:15]1[CH2:16][CH2:17][CH:12]([NH:11][C:10]2[CH:9]=[CH:8][C:7]([CH2:6][CH2:5][NH:4][CH2:53][C@H:51]([OH:52])[CH2:50][O:49][C:46]3[CH:47]=[CH:48][C:43]([OH:42])=[CH:44][CH:45]=3)=[CH:24][CH:23]=2)[CH2:13][CH2:14]1)=[O:19])[CH3:22] |f:0.1|. Procedure: 4-[4-(2-Aminoethyl)anilino]-N-ethyl-1-piperidinecarboxamide formate (0.336 g, 1.0 mmol) was reacted with tert-butyl-(4-oxiranylmethoxy-phenoxy)-diphenyl-silane (0.364 g, 0.90 mmol) according to Procedure G to give the title compound (eluant: 20:1 chloroform-methanol) (0.17 g, 0.24 mmol). Starting materials: C(=O)(OC)COC1=CC=C(C=C1)CC(C)NCC(C1=CC(=CC=C1)Cl)OCCO (N-[2-(4-carbomethoxymethoxyphenyl)-1-methylethyl]-2-(2-hydroxyethoxy)-2-(3-chlorophenyl)ethanamine), CN (methylamine). Solvent: C(C)O (ethanol). The product is Cl.CNC(=O)COC1=CC=C(C=C1)CC(C)NCC(C1=CC(=CC=C1)Cl)OCCO (N-[2-(4-Methylaminocarbonylmethoxyphenyl)-1-methylethyl]-2-(2-hydroxyethoxy)-2-(3-chlorophenyl)ethanamine hydrochloride). As a reaction SMILES: [C:1]([CH2:5][O:6][C:7]1[CH:12]=[CH:11][C:10]([CH2:13][CH:14]([NH:16][CH2:17][CH:18]([O:26][CH2:27][CH2:28][OH:29])[C:19]2[CH:24]=[CH:23][CH:22]=[C:21]([Cl:25])[CH:20]=2)[CH3:15])=[CH:9][CH:8]=1)(OC)=[O:2].[CH3:30][NH2:31]>C(O)C>[ClH:25].[CH3:30][NH:31][C:1]([CH2:5][O:6][C:7]1[CH:12]=[CH:11][C:10]([CH2:13][CH:14]([NH:16][CH2:17][CH:18]([O:26][CH2:27][CH2:28][OH:29])[C:19]2[CH:24]=[CH:23][CH:22]=[C:21]([Cl:25])[CH:20]=2)[CH3:15])=[CH:9][CH:8]=1)=[O:2] |f:3.4|. Procedure: A mixture of N-[2-(4-carbomethoxymethoxyphenyl)-1-methylethyl]-2-(2-hydroxyethoxy)-2-(3-chlorophenyl)ethanamine (4.0 g) and 33% methylamine in ethanol (50 ml) was heated under reflux for 1.5 h. The mixture was evaporated under reduced pressure and the residue converted to its hydrochloride by addition of ethereal hydrogen chloride. Recrystallisation from ethyl acetate-methanol gave the title compound, mp. 117°-121° C. as a 56:44 mixture of diastereoisomers. Reactants: ClC1=NC=CC=C1[N+](=O)[O-] (2-chloro-3-nitropyridine), CCN(C(C)C)C(C)C (DIEA), ClC=1C=C(C=CC1)S(=O)(=O)C1CCNCC1 (4-[(3-chlorophenyl)sulfonyl]piperidine). The solvent is O1CCOCC1 (1,4-dioxane). Yields the product ClC=1C=C(C=CC1)S(=O)(=O)C1CCN(CC1)C1=NC=CC=C1[N+](=O)[O-] (2-{4-[(3-chlorophenyl)sulfonyl]piperidin-1-yl}-3-nitropyridine). Yield: 81.3%. RXN SMILES: [Cl:1][C:2]1[CH:3]=[C:4]([S:8]([CH:11]2[CH2:16][CH2:15][NH:14][CH2:13][CH2:12]2)(=[O:10])=[O:9])[CH:5]=[CH:6][CH:7]=1.Cl[C:18]1[C:23]([N+:24]([O-:26])=[O:25])=[CH:22][CH:21]=[CH:20][N:19]=1.CCN(C(C)C)C(C)C>O1CCOCC1>[Cl:1][C:2]1[CH:3]=[C:4]([S:8]([CH:11]2[CH2:16][CH2:15][N:14]([C:18]3[C:23]([N+:24]([O-:26])=[O:25])=[CH:22][CH:21]=[CH:20][N:19]=3)[CH2:13][CH2:12]2)(=[O:10])=[O:9])[CH:5]=[CH:6][CH:7]=1. Procedure: Using the procedure from Example 7A, 4-[(3-chlorophenyl)sulfonyl]piperidine (100 mg, 0.38 mmol) was reacted with 2-chloro-3-nitropyridine (122 mg, 0.76 mmol), DIEA (0.2 ml, 1.14) and 1,4-dioxane (0.3 ml) to afford the title compound (118 mg), a yellow solid, in 81% yield. The reactants are CC1CCN(c2ccc(C#N)cc2)CC1, [K+], [OH-], O, OCCO. Yields the product CC1CCN(c2ccc(C(=O)O)cc2)CC1. Reaction SMILES: [CH3:1][CH:2]1[CH2:3][CH2:4][N:5]([c:8]2[cH:9][cH:10][c:11]([C:12]#[N:13])[cH:14][cH:15]2)[CH2:6][CH2:7]1.[K+:17].[OH-:16].[OH2:18].[OH:19][CH2:20][CH2:21][OH:22]>>[CH3:1][CH:2]1[CH2:3][CH2:4][N:5]([c:8]2[cH:9][cH:10][c:11]([C:12](=[O:16])[OH:18])[cH:14][cH:15]2)[CH2:6][CH2:7]1.